From a dataset of the Open Reaction Database (ORD), a public repository of structured organic reaction records. describe an organic reaction: reactants, conditions, products, and yield Solvent: Br (HBr). Run at temperature 100 celsius. As a reaction SMILES: [F:1][C:2]1[C:7]([C:8]([OH:10])=[O:9])=[CH:6][C:5]([O:11]C)=[CH:4][CH:3]=1>Br>[F:1][C:2]1[C:7]([C:8]([OH:10])=[O:9])=[CH:6][C:5]([OH:11])=[CH:4][CH:3]=1. The product is FC1=CC=C(C=C1C(=O)O)O (6-Fluoro-3-hydroxybenzoic acid). Reported procedure: 6-Fluoro-3-methoxybenzoic acid (500 mg, 2.94 mmol) was mixed with freshly distilled 48% HBr (20 mL) and heated at 100° C. for 14 h. Water and HBr were evaporated and the crude product (462 mg) was used without further purification. 1H NMR(CD3OD): δ7.28-7,29 (m, 1H), 6.92-7.12 (m, 2H); 13C NMR (CD3OD): δ167.80, 157.26 (d, J=249 Hz), 154.77, 122.52 (d, J=10.4 Hz), 120.49 (d, J=11 Hz), 118.77 (d, J=19 Hz), 118.58. Reactants: FC1=CC=C(C=C1C(=O)O)OC (6-Fluoro-3-methoxybenzoic acid). The reactants are CN(C(=N)NC=1SC(C(N1)=O)=CC1=CC=C(C=C1)N1CCC(CC1)=O)C (N,N-dimethyl-N′-{4-oxo-5-[4-(4-oxo-piperidin-1-yl)-benzylidene]-4,5-dihydro-thiazol-2-yl}-guanidine), CN(C(=N)NC=1SC(C(N1)=O)=CC1=CC=C(C=C1)N1CCC(CC1)=O)C (N,N-dimethyl-N′-{4-oxo-5-[4-(4-oxo-piperidin-1-yl)-benzylidene]-4,5-dihydro-thiazol-2-yl}-guanidine), NC[C@@H](COC1=C2CCC(NC2=C(C=C1)O)=O)O (5-((2S)-3-amino-2-hydroxy-propoxy)-8-hydroxy-3,4-dihydro-1H-quinolin-2-one), NC[C@@H](COC1=C2CCC(NC2=C(C=C1)O)=O)O (5-((2S)-3-amino-2-hydroxy-propoxy)-8-hydroxy-3,4-dihydro-1H-quinolin-2-one). The product is O[C@@H](CNC1CCN(CC1)C1=CC=C(C=C2C(N=C(S2)NC(N(C)C)=N)=O)C=C1)COC1=C2CCC(NC2=C(C=C1)O)=O (N′-[5-(4-{4-[(2S)-2-Hydroxy-3-(8-hydroxy-2-oxo-1,2,3,4-tetrahydro-quinolin-5-yloxy)-propylamino]-piperidin-1-yl}-benzylidene)-4-oxo-4,5-dihydro-thiazol-2-yl]-N,N-dimethyl-guanidine). As a reaction SMILES: [CH3:1][N:2]([CH3:26])[C:3]([NH:5][C:6]1[S:7][C:8](=[CH:12][C:13]2[CH:18]=[CH:17][C:16]([N:19]3[CH2:24][CH2:23][C:22](=O)[CH2:21][CH2:20]3)=[CH:15][CH:14]=2)[C:9](=[O:11])[N:10]=1)=[NH:4].[NH2:27][CH2:28][C@H:29]([OH:44])[CH2:30][O:31][C:32]1[CH:41]=[CH:40][C:39]([OH:42])=[C:38]2[C:33]=1[CH2:34][CH2:35][C:36](=[O:43])[NH:37]2>>[OH:44][C@H:29]([CH2:30][O:31][C:32]1[CH:41]=[CH:40][C:39]([OH:42])=[C:38]2[C:33]=1[CH2:34][CH2:35][C:36](=[O:43])[NH:37]2)[CH2:28][NH:27][CH:22]1[CH2:23][CH2:24][N:19]([C:16]2[CH:15]=[CH:14][C:13]([CH:12]=[C:8]3[S:7][C:6]([NH:5][C:3](=[NH:4])[N:2]([CH3:26])[CH3:1])=[N:10][C:9]3=[O:11])=[CH:18][CH:17]=2)[CH2:20][CH2:21]1. Procedure: The title compound was prepared from N,N-dimethyl-N′-{4-oxo-5-[4-(4-oxo-piperidin-1-yl)-benzylidene]-4,5-dihydro-thiazol-2-yl}-guanidine(which was obtained in Intermediate 23) and 5-((2S)-3-amino-2-hydroxy-propoxy)-8-hydroxy-3,4-dihydro-1 H-quinolin-2-one (which was obtained in Intermediate 12) according to the procedure of Example 1 as a yellowish solid; mp >140° C. (dec.); 1H NMR (300 MHz, DMSO-d6) δ 1.20-1.40 (m, 2 H), 1.80-1.95 (m, 6 H), 2.40 (t, J=7.9 Hz, 2 H), 2.55-3.20 (m, 12 H), 3.70-3.9... Reactants: CC(=O)OC(c1ccnn1-c1ccccc1)C(CC=O)c1ccc(Cl)c(Cl)c1, O=C([O-])CC(O)(CC(=O)[O-])C(=O)[O-], CCC(O)(CC)C1CCNCC1, O. The product is O=C(O)CC(O)(CC(=O)O)C(=O)O, CCC(O)(CC)C1CCN(CCC(c2ccc(Cl)c(Cl)c2)C(OC(C)=O)c2ccnn2-c2ccccc2)CC1. RXN SMILES: [C:13]([CH3:14])(=[O:15])[O:16][CH:17]([CH:18]([CH2:19][CH:20]=[O:21])[c:22]1[cH:23][c:24]([Cl:29])[c:25]([Cl:28])[cH:26][cH:27]1)[c:30]1[cH:31][cH:32][n:33][n:34]1-[c:35]1[cH:36][cH:37][cH:38][cH:39][cH:40]1.[C:41]([CH2:42][C:43]([OH:44])([C:45](=[O:46])[O-:47])[CH2:48][C:49](=[O:50])[O-:51])(=[O:52])[O-:53].[CH2:1]([CH3:2])[C:3]([CH2:4][CH3:5])([OH:6])[CH:7]1[CH2:8][CH2:9][NH:10][CH2:11][CH2:12]1.[OH2:54]>>[C:41]([CH2:42][C:43]([OH:44])([C:45](=[O:46])[OH:47])[CH2:48][C:49](=[O:50])[OH:51])(=[O:52])[OH:53].[CH2:1]([CH3:2])[C:3]([CH2:4][CH3:5])([OH:6])[CH:7]1[CH2:8][CH2:9][N:10]([CH2:20][CH2:19][CH:18]([CH:17]([O:16][C:13]([CH3:14])=[O:15])[c:30]2[cH:31][cH:32][n:33][n:34]2-[c:35]2[cH:36][cH:37][cH:38][cH:39][cH:40]2)[c:22]2[cH:23][c:24]([Cl:29])[c:25]([Cl:28])[cH:26][cH:27]2)[CH2:11][CH2:12]1. Reactants: C(CC)(=O)OC(CC)=O (propionic anhydride), ClCCCCC(C(=O)O)NC(=O)C1=CC=C(C=C1)C (6-Chloro-2-(p-toluoylamino)hexanoic acid), O (water). Run in N1=CC=CC=C1 (pyridine). Run at temperature 90 celsius, time 2.5 hour. Product: ClCCCCC(C(CC)=O)NC(=O)C1=CC=C(C=C1)C (8-Chloro-4-(p-toluoylamino)-3-octanone). Reaction SMILES: [Cl:1][CH2:2][CH2:3][CH2:4][CH2:5][CH:6]([NH:10][C:11]([C:13]1[CH:18]=[CH:17][C:16]([CH3:19])=[CH:15][CH:14]=1)=[O:12])[C:7]([OH:9])=O.[C:20](OC(=O)CC)(=O)[CH2:21]C.O>N1C=CC=CC=1>[Cl:1][CH2:2][CH2:3][CH2:4][CH2:5][CH:6]([NH:10][C:11]([C:13]1[CH:18]=[CH:17][C:16]([CH3:19])=[CH:15][CH:14]=1)=[O:12])[C:7](=[O:9])[CH2:20][CH3:21]. Reported procedure: 6-Chloro-2-(p-toluoylamino)hexanoic acid (10.0 g) was dissolved in 15 ml of dry pyridine, and 15 ml of propionic anhydride was added and stirred for 2.5 hours at 90° C. To the mixture was added 15 ml of water slowly so that the maximum temperature did not exceed 85° C., and stirred for 20 minutes at 80° C. The reaction solution was cooled, poured into ice-cold water and extracted with diethyl ether. The extract was washed with 10% hydrochloric acid, an aqueous solution of saturated sodium hydrog... The reactants are OCCCC(=O)OCC1=CC=CC=C1 (benzyl 4-hydroxybutanoate), N1=CC=CC=C1 (pyridine), ClC(=O)OCCl (chloromethyl chloroformate). Run in C(C)OCC (diethyl ether). Conditions: time 20 hour. Product: C(OCCl)(OCCCC(=O)OCC1=CC=CC=C1)=O (chloromethyl (3-benzyloxycarbonylpropyl) carbonate). As a reaction SMILES: [OH:1][CH2:2][CH2:3][CH2:4][C:5]([O:7][CH2:8][C:9]1[CH:14]=[CH:13][CH:12]=[CH:11][CH:10]=1)=[O:6].N1C=CC=CC=1.Cl[C:22]([O:24][CH2:25][Cl:26])=[O:23]>C(OCC)C>[C:22](=[O:23])([O:1][CH2:2][CH2:3][CH2:4][C:5]([O:7][CH2:8][C:9]1[CH:10]=[CH:11][CH:12]=[CH:13][CH:14]=1)=[O:6])[O:24][CH2:25][Cl:26]. Procedure: To a solution of benzyl 4-hydroxybutanoate (synthesized by the procedure described in Weber et al., J. Med. Chem, 1991, 34, 2692-2701, 5.0 g) in diethyl ether (100 ml), pyridine (2.3 ml) was added under a nitrogen atmosphere, and chloromethyl chloroformate (3.7 g) was added dropwise at −10 ° C. The reaction mixture was stirred at room temperature for 20 hours. The reaction mixture was filtered with glass filter and then the filtrate was washed with water and a saturated sodium chloride aqueous s...